Dataset: the Open Reaction Database (ORD), a public repository of structured organic reaction records. Task: describe an organic reaction: reactants, conditions, products, and yield The reactants are CC#N, COC(=O)c1cccc(C)c1[N+](=O)[O-]. Yields the product COC(=O)c1cccc(C)c1N. RXN SMILES: [CH3:15][C:16]#[N:17].[CH3:1][c:2]1[c:3]([N+:12]([O-:13])=[O:14])[c:4]([C:5](=[O:6])[O:7][CH3:8])[cH:9][cH:10][cH:11]1>>[CH3:1][c:2]1[c:3]([NH2:12])[c:4]([C:5](=[O:6])[O:7][CH3:8])[cH:9][cH:10][cH:11]1.